The task is: describe an organic reaction: reactants, conditions, products, and yield. This data is from the Open Reaction Database (ORD), a public repository of structured organic reaction records. The reactants are C(CC)(=O)C1CCN(CC1)C(=O)OC(C)(C)C (4-Propionyl-1-(tert-Butoxycarbonyl)piperidine), COC(OC)=O (dimethylcarbonate), CC(C)([O-])C.[K+] (potassium tert-butoxide). The solvent is COC (methylether). Conditions: time 10 minute. The product is C(C)(C)(C)OC(=O)N1CCC(CC1)C(C(C(OC)=O)C)=O (1-(tert-Butoxycarbonyl)-4-(1,3-dioxo-3-methoxy-2-methyl-prop-1-yl)piperidine). RXN SMILES: [C:1]([CH:5]1[CH2:10][CH2:9][N:8]([C:11]([O:13][C:14]([CH3:17])([CH3:16])[CH3:15])=[O:12])[CH2:7][CH2:6]1)(=[O:4])[CH2:2][CH3:3].CO[C:20](=[O:23])[O:21][CH3:22].CC(C)([O-])C.[K+]>COC>[C:14]([O:13][C:11]([N:8]1[CH2:9][CH2:10][CH:5]([C:1](=[O:4])[CH:2]([CH3:3])[C:20](=[O:23])[O:21][CH3:22])[CH2:6][CH2:7]1)=[O:12])([CH3:17])([CH3:16])[CH3:15] |f:2.3|. Reported procedure: A solution of 0.51 g (2.1 mmol) of 4-propionyl-1-(tert-butoxycarbonyl)piperidine (from Step A) and 0.35 mL (17.6 mmol) of dimethylcarbonate in 5 mL of tert-butyl, methylether at 0° C. was treated with 0.45 g (4.0 mmol) of potassium tert-butoxide. After 10 minutes at 0° C., the reaction was stirred at rt for 17 hours and refluxed for 3 hours. The reaction was quenched with 1 N HCl and partitioned between 100 mL of Et2O and 100 mL of 1 N HCl. After separating phases, the organic layer was washed w... Reactants: CC#N, CCOC(C)=O, Clc1cccnc1N1CCc2c(Cl)ncnc2C1, CC1(C)C(=O)Nc2cc(N)ccc21, [Na+], O=C([O-])O. Product: CC1(C)C(=O)Nc2cc(Nc3ncnc4c3CCN(c3ncccc3Cl)C4)ccc21. Reaction SMILES: [CH3:32][C:33]#[N:34].[CH3:40][CH2:41][O:42][C:43]([CH3:44])=[O:45].[Cl:1][c:2]1[c:3]2[c:4]([n:5][cH:6][n:7]1)[CH2:8][N:9]([c:12]1[n:13][cH:14][cH:15][cH:16][c:17]1[Cl:18])[CH2:10][CH2:11]2.[NH2:19][c:20]1[cH:21][cH:22][c:23]2[c:27]([cH:28]1)[NH:26][C:25](=[O:29])[C:24]2([CH3:30])[CH3:31].[Na+:39].[O-:35][C:36]([OH:37])=[O:38]>>[c:2]1([NH:19][c:20]2[cH:21][cH:22][c:23]3[c:27]([cH:28]2)[NH:26][C:25](=[O:29])[C:24]3([CH3:30])[CH3:31])[c:3]2[c:4]([n:5][cH:6][n:7]1)[CH2:8][N:9]([c:12]1[n:13][cH:14][cH:15][cH:16][c:17]1[Cl:18])[CH2:10][CH2:11]2.